From a dataset of the Open Reaction Database (ORD), a public repository of structured organic reaction records. describe an organic reaction: reactants, conditions, products, and yield Reactants: CSC1=NC=2CCCCC2C(N1)=O (2-Methylsulfanyl-5,6,7,8-tetrahydro-3H-quinazolin-4-one), COC1=C(C=CC=C1)N1CCNCC1 (1-(2-methoxyphenyl)piperazine). Run in C(CC(C)C)O (isoamyl alcohol). Yields the product COC1=C(C=CC=C1)N1CCN(CC1)C1=NC=2CCCCC2C(N1)=O (2-[4-(2-Methoxyphenyl)piperazin-1-yl]-5,6,7,8-tetrahydro-3H-quinazolin-4-one). Reaction SMILES: CS[C:3]1[NH:12][C:11](=[O:13])[C:10]2[CH2:9][CH2:8][CH2:7][CH2:6][C:5]=2[N:4]=1.[CH3:14][O:15][C:16]1[CH:21]=[CH:20][CH:19]=[CH:18][C:17]=1[N:22]1[CH2:27][CH2:26][NH:25][CH2:24][CH2:23]1>C(O)CC(C)C>[CH3:14][O:15][C:16]1[CH:21]=[CH:20][CH:19]=[CH:18][C:17]=1[N:22]1[CH2:27][CH2:26][N:25]([C:3]2[NH:12][C:11](=[O:13])[C:10]3[CH2:9][CH2:8][CH2:7][CH2:6][C:5]=3[N:4]=2)[CH2:24][CH2:23]1. Procedure details: 2-Methylsulfanyl-5,6,7,8-tetrahydro-3H-quinazolin-4-one (100 mg; 0.51 mmol) and 1-(2-methoxyphenyl)piperazine (98 mg; 0.51 mmol) are reacted in isoamyl alcohol (1 ml) in accordance with the procedure for Example 1 (reaction time 4 h) and worked up; yield: 52 mg (30%), crystals; The reactants are C1(=CC=C(C=C1)C(=O)C1=CC=C(C=C1)C1=CC=CC=C1)C1=CC=CC=C1 (Di-4-biphenylyl ketone), C(C)OP(OCC)(=O)CC(N(C)C)=O (N,N-Di-methylcarbamoylmethyl phosphonic acid diethyl ester), [H-].[Na+] (sodium hydride). The solvent is C1=CC=CC=C1 (benzene). The product is CN(C(C=C(C1=CC=C(C=C1)C1=CC=CC=C1)C1=CC=C(C=C1)C1=CC=CC=C1)=O)C (N,N-dimethyl3, 3-di(4-biphenylyl) acrylamide). RXN SMILES: [C:1]1([C:21]2[CH:26]=[CH:25][CH:24]=[CH:23][CH:22]=2)[CH:6]=[CH:5][C:4]([C:7]([C:9]2[CH:14]=[CH:13][C:12]([C:15]3[CH:20]=[CH:19][CH:18]=[CH:17][CH:16]=3)=[CH:11][CH:10]=2)=O)=[CH:3][CH:2]=1.C(OP([CH2:35][C:36](=[O:40])[N:37]([CH3:39])[CH3:38])(=O)OCC)C.[H-].[Na+]>C1C=CC=CC=1>[CH3:39][N:37]([CH3:38])[C:36](=[O:40])[CH:35]=[C:7]([C:9]1[CH:14]=[CH:13][C:12]([C:15]2[CH:20]=[CH:19][CH:18]=[CH:17][CH:16]=2)=[CH:11][CH:10]=1)[C:4]1[CH:3]=[CH:2][C:1]([C:21]2[CH:26]=[CH:25][CH:24]=[CH:23][CH:22]=2)=[CH:6][CH:5]=1 |f:2.3|. Procedure details: Di-4-biphenylyl ketone (6.68 g.) was added to a mixture of N,N-Di-methylcarbamoylmethyl phosphonic acid diethyl ester (C.A. 65, 615 g. 1966) (4.46 g.), sodium hydride (60%) (0.8 g.) and benzene (400 ml.). The mixture was boiled under reflux for sixty hours. The benzene layer, decanted and evaporated, gave an oil, from which, by column chromatography on silica gel MFC in benzene and elution by ethyl acetate, was isolated N,N-dimethyl3, 3-di(4-biphenylyl) acrylamide, m.p. 121°C after recrystallisa... Reactants: COc1ccc(S(=O)(=O)Cl)cc1, Cl, [Na+], C1CCOC1, [OH-], O, O=C(O)CNCC(=O)O. The product is COc1ccc(S(=O)(=O)N(CC(=O)O)CC(=O)O)cc1. Reaction SMILES: [CH3:12][O:13][c:14]1[cH:15][cH:16][c:17]([S:20](=[O:21])(=[O:22])[Cl:23])[cH:18][cH:19]1.[ClH:24].[Na+:11].[O:26]1[CH2:27][CH2:28][CH2:29][CH2:30]1.[OH-:10].[OH2:25].[OH:1][C:2](=[O:3])[CH2:4][NH:5][CH2:6][C:7]([OH:8])=[O:9]>>[OH:1][C:2](=[O:3])[CH2:4][N:5]([CH2:6][C:7]([OH:8])=[O:9])[S:20]([c:17]1[cH:16][cH:15][c:14]([O:13][CH3:12])[cH:19][cH:18]1)(=[O:21])=[O:22]. Product: N1N=C(C=C1)CNC=1N=NC(=C(N1)NC1=C2C=CN(C2=CC=C1)C)C(=O)N (3-(((1H-pyrazol-3-yl)methyl)amino)-5-((1-methyl-1H-indol-4-yl)amino)-1,2,4-triazine-6-carboxamide). The reactants are NC([C@@H](C(C)C)NC=1N=NC(=C(N1)NC1=C2C=CN(C2=CC=C1)C)C(=O)N)=O ((R)-3-((1-amino-3-methyl-1-oxobutan-2-yl)amino)-5-((1-methyl-1H-indol-4-yl)amino)-1,2,4-triazine-6-carboxamide), N1N=C(C=C1)CN (1H-Pyrazole-3-methanamine), N[C@@H](C(=O)N)C(C)C ((R)-2-amino-3-methylbutanamide). RXN SMILES: [NH2:1][C:2](=O)[C@H:3]([NH:7][C:8]1[N:9]=[N:10][C:11]([C:25]([NH2:27])=[O:26])=[C:12]([NH:14][C:15]2[CH:23]=[CH:22][CH:21]=[C:20]3[C:16]=2[CH:17]=[CH:18][N:19]3[CH3:24])[N:13]=1)C(C)C.[NH:29]1[CH:33]=[CH:32]C(CN)=N1.N[C@H](C(C)C)C(N)=O>>[NH:29]1[CH:33]=[CH:32][C:2]([CH2:3][NH:7][C:8]2[N:9]=[N:10][C:11]([C:25]([NH2:27])=[O:26])=[C:12]([NH:14][C:15]3[CH:23]=[CH:22][CH:21]=[C:20]4[C:16]=3[CH:17]=[CH:18][N:19]4[CH3:24])[N:13]=2)=[N:1]1. Procedure details: The title compound was prepared in a similar procedure as described in Example (R)-3-((1-amino-3-methyl-1-oxobutan-2-yl)amino)-5-((1-methyl-1H-indol-4-yl)amino)-1,2,4-triazine-6-carboxamide. Here though, 1H-Pyrazole-3-methanamine was utilized instead of (R)-2-amino-3-methylbutanamide. MS found for C17H17N9O as (M+H)+ 364.4. UV: λ=211, 239 nm. Proton NMR: (CD3OD) δ 7.90 (1H, d, J=8.0 Hz), 7.62 (1H, m), 7.34 (1H, d, J=8.8 Hz), 7.28 (1H, d, J=3.2 Hz), 7.20 (1H, t, J=8.0 Hz), 6.63 (1H, d, J=3.6 Hz),... Reactants: COC=1C=C(C(=O)N2CC(CC2)(C2=CC=C(C=C2)F)CCN2CCC(CC2)NC2=NC3=C(N2)C=CC=C3)C=C(C1OC)OC (1-(3,4,5-trimethoxybenzoyl)-3-(2-(4-(1H-benzimidazol-2-yl-amino)piperidin-1-yl)ethyl)-3-(4-fluorophenyl)pyrrolidine), N1=C(C=CC=C1)CCl (2-picolyl chloride), N1=C(C=CC=C1)CCl (2-picolyl chloride), C[Si](C)(C)[N-][Si](C)(C)C.[K+] (potassium bis(trimethylsilyl)amide), C1(=CC=CC=C1)C (toluene). Reported procedure: Combine 1-(3,4,5-trimethoxybenzoyl)-3-(2-(4-(1H-benzimidazol-2-yl-amino)piperidin-1-yl)ethyl)-3-(4-fluorophenyl)pyrrolidine (0.52 g, 0.87 mmol) and tetrahydrofuran (20 mL). Cool to about −65° C. using a dry-ice/acetone bath. Add dropwise a solution of potassium bis(trimethylsilyl)amide in toluene (2.1 mL, 0.5 M, 1.05 mmol) at such a rate that the temperature of the reaction mixture does not rise above about 60° C. After 1.5 hours, add a solution of 2-picolyl chloride (prepared as described in Ex... Run in C(C)(=O)OCC.CCCCCC (ethyl acetate hexane), O1CCCC1 (tetrahydrofuran), ClCCl (dichloromethane), O1CCCC1 (tetrahydrofuran), C(C)(=O)OCC (ethyl acetate). Run at temperature -65 celsius, time 1.5 hour. Reaction SMILES: [CH3:1][O:2][C:3]1[CH:4]=[C:5]([CH:38]=[C:39]([O:43][CH3:44])[C:40]=1[O:41][CH3:42])[C:6]([N:8]1[CH2:12][CH2:11][C:10]([CH2:20][CH2:21][N:22]2[CH2:27][CH2:26][CH:25]([NH:28][C:29]3[NH:33][C:32]4[CH:34]=[CH:35][CH:36]=[CH:37][C:31]=4[N:30]=3)[CH2:24][CH2:23]2)([C:13]2[CH:18]=[CH:17][C:16]([F:19])=[CH:15][CH:14]=2)[CH2:9]1)=[O:7].C[Si]([N-][Si](C)(C)C)(C)C.[K+].C1(C)C=CC=CC=1.[N:62]1[CH:67]=[CH:66][CH:65]=[CH:64][C:63]=1[CH2:68]Cl>O1CCCC1.C(OCC)(=O)C.ClCCl.C(OCC)(=O)C.CCCCCC>[CH3:44][O:43][C:39]1[CH:38]=[C:5]([CH:4]=[C:3]([O:2][CH3:1])[C:40]=1[O:41][CH3:42])[C:6]([N:8]1[CH2:12][CH2:11][C:10]([CH2:20][CH2:21][N:22]2[CH2:27][CH2:26][CH:25]([NH:28][C:29]3[N:30]([CH2:68][C:63]4[CH:64]=[CH:65][CH:66]=[CH:67][N:62]=4)[C:31]4[CH:37]=[CH:36][CH:35]=[CH:34][C:32]=4[N:33]=3)[CH2:24][CH2:23]2)([C:13]2[CH:18]=[CH:17][C:16]([F:19])=[CH:15][CH:14]=2)[CH2:9]1)=[O:7] |f:1.2,8.9|. The product is COC=1C=C(C(=O)N2CC(CC2)(C2=CC=C(C=C2)F)CCN2CCC(CC2)NC2=NC3=C(N2CC2=NC=CC=C2)C=CC=C3)C=C(C1OC)OC (1-(3,4,5-trimethoxybenzoyl)-3-(2-(4-(1-(pyrid-2-ylmethyl)-1H-benzimidazol-2-yl-amino)piperidin-1-yl)ethyl)-3-(4-fluorophenyl)pyrrolidine).